This data is from the Open Reaction Database (ORD), a public repository of structured organic reaction records. The task is: describe an organic reaction: reactants, conditions, products, and yield Reactants: C1(=CC=CC=C1)C(C1=CC=CC=C1)OC(=O)C1=CCS[C@H]2N1C([C@H]2NC(C(=NO)C=2N=C(SC2F)NC(=O)OCC2=CC=CC=C2)=O)=O (7β-[2-(2-carbobenzoxyamino-5-fluoro-4-thiazolyl)-2-hydroxyiminoacetamido]-3-cephem-4-carboxylic acid diphenylmethyl ester), [N+](=[N-])=C (diazomethane). Run in ClCCl (dichloromethane), CCOCC (ether). Conditions: time 30 minute. The product is C1(=CC=CC=C1)C(C1=CC=CC=C1)OC(=O)C1=CCS[C@H]2N1C([C@H]2NC(C(=NOC)C=2N=C(SC2F)NC(=O)OCC2=CC=CC=C2)=O)=O (7β-[2-(2-carbobenzoxyamino-5-fluoro-4-thiazolyl)-2-methoxyiminoacetamido]-3-cephem-4-carboxylic acid diphenylmethyl ester). RXN SMILES: [C:1]1([CH:7]([O:14][C:15]([C:17]2[N:22]3[C:23](=[O:48])[C@@H:24]([NH:25][C:26](=[O:47])[C:27]([C:30]4[N:31]=[C:32]([NH:36][C:37]([O:39][CH2:40][C:41]5[CH:46]=[CH:45][CH:44]=[CH:43][CH:42]=5)=[O:38])[S:33][C:34]=4[F:35])=[N:28][OH:29])[C@H:21]3[S:20][CH2:19][CH:18]=2)=[O:16])[C:8]2[CH:13]=[CH:12][CH:11]=[CH:10][CH:9]=2)[CH:6]=[CH:5][CH:4]=[CH:3][CH:2]=1.[N+](=[CH2:51])=[N-]>ClCCl.CCOCC>[C:1]1([CH:7]([O:14][C:15]([C:17]2[N:22]3[C:23](=[O:48])[C@@H:24]([NH:25][C:26](=[O:47])[C:27]([C:30]4[N:31]=[C:32]([NH:36][C:37]([O:39][CH2:40][C:41]5[CH:46]=[CH:45][CH:44]=[CH:43][CH:42]=5)=[O:38])[S:33][C:34]=4[F:35])=[N:28][O:29][CH3:51])[C@H:21]3[S:20][CH2:19][CH:18]=2)=[O:16])[C:8]2[CH:9]=[CH:10][CH:11]=[CH:12][CH:13]=2)[CH:6]=[CH:5][CH:4]=[CH:3][CH:2]=1. Procedure details: To a solution of 7β-[2-(2-carbobenzoxyamino-5-fluoro-4-thiazolyl)-2-hydroxyiminoacetamido]-3-cephem-4-carboxylic acid diphenylmethyl ester (180 mg) in dichloromethane (3 ml) is added a solution of diazomethane in ether until yellow color of the solution does no more fade out. After 30 minutes, the reaction mixture is concentrated to give 7β-[2-(2-carbobenzoxyamino-5-fluoro-4-thiazolyl)-2-methoxyiminoacetamido]-3-cephem-4-carboxylic acid diphenylmethyl ester (153 mg). Similarly prepared are compo... Starting materials: Cl.Cl.C1(CCCCC1)NC1=NC(N(C12CCNCC2)C2=CC=C(C=C2)I)=O (4-(cyclohexylamino)-1-(4-iodophenyl)-1,3,8-triazaspiro[4.5]dec-3-en-2-one dihydrochloride), C(C)(C)N(CC)C(C)C (diisopropylethylamine), C([O-])([O-])=O.[K+].[K+] (Potassium carbonate), ICCCCCCCC=C (9-iodononene). Run in CN(C)C=O (DMF), C(C)(=O)OCC (ethyl acetate). Run at time 10 minute. Product: C1(CCCCC1)NC1=NC(N(C12CCN(CC2)CCCCCCCC=C)C2=CC=C(C=C2)I)=O (4-(cyclohexylamino)-1-(4-iodophenyl)-8-non-8-en-1-yl-1,3,8-triazaspiro[4.5]dec-3-en-2-one). RXN SMILES: Cl.Cl.[CH:3]1([NH:9][C:10]2[C:14]3([CH2:19][CH2:18][NH:17][CH2:16][CH2:15]3)[N:13]([C:20]3[CH:25]=[CH:24][C:23]([I:26])=[CH:22][CH:21]=3)[C:12](=[O:27])[N:11]=2)[CH2:8][CH2:7][CH2:6][CH2:5][CH2:4]1.C(N(C(C)C)CC)(C)C.C(=O)([O-])[O-].[K+].[K+].I[CH2:44][CH2:45][CH2:46][CH2:47][CH2:48][CH2:49][CH2:50][CH:51]=[CH2:52]>CN(C=O)C.C(OCC)(=O)C>[CH:3]1([NH:9][C:10]2[C:14]3([CH2:15][CH2:16][N:17]([CH2:52][CH2:51][CH2:50][CH2:49][CH2:48][CH2:47][CH2:46][CH:45]=[CH2:44])[CH2:18][CH2:19]3)[N:13]([C:20]3[CH:21]=[CH:22][C:23]([I:26])=[CH:24][CH:25]=3)[C:12](=[O:27])[N:11]=2)[CH2:4][CH2:5][CH2:6][CH2:7][CH2:8]1 |f:0.1.2,4.5.6|. Procedure: To a solution of 4-(cyclohexylamino)-1-(4-iodophenyl)-1,3,8-triazaspiro[4.5]dec-3-en-2-one dihydrochloride (400 mg, 0.76 mmol, intermediate II.1.c.1) in DMF (6 mL) was added diisopropylethylamine (0.333 mL, 1.9 mmol) and the reaction mixture was stirred at rt for 10 min. Potassium carbonate (210 mg, 1.52 mmol) and 9-iodononene (230 mg, 0.91 mmol, prepared from 9-hydroxynonene, iodine, triphenylphosphine and imidazole) were added. The reaction mixture was stirred at 100° C., sealed, for 1 h. The ... The reactants are C1CCOC1, C[Si](C)(C)C=[N+]=[N-], CCOC(C)=O, O=C(O)c1cc(F)ccc1[N+](=O)[O-]. Yields the product COC(=O)c1cc(F)ccc1[N+](=O)[O-]. Reaction SMILES: [CH2:21]1[O:22][CH2:23][CH2:24][CH2:25]1.[CH3:14][Si:15]([CH:16]=[N+:17]=[N-:18])([CH3:19])[CH3:20].[CH3:26][CH2:27][O:28][C:29](=[O:30])[CH3:31].[F:1][c:2]1[cH:3][cH:4][c:5]([N+:11](=[O:12])[O-:13])[c:6]([C:7](=[O:8])[OH:9])[cH:10]1>>[F:1][c:2]1[cH:3][cH:4][c:5]([N+:11](=[O:12])[O-:13])[c:6]([C:7]([O:8][CH3:14])=[O:9])[cH:10]1. The product is BrC1=CC2=C(OCC2)C=C1Br (5,6-dibromo-2,3-dihydrobenzo[b]furan). Reactants: C1CC(=O)N(C1=O)Br (NBS), BrC=1C=CC2=C(OCC2)C1 (6-bromo-2,3-dihydrobenzo[b]furan), ice water. Reported procedure: NBS (450 mg, 2.53 mmol) was added to a solution of 6-bromo-2,3-dihydrobenzo[b]furan (137) (504 mg, 2.53 mmol) in 15 ml ACN. The reaction mixture was stirred overnight at r.t. The yellow solution was poured into ice-water, extracted with EA. Org. phase was washed with aq. sodium bicarbonate and brine subsequently. After dried over sodium sulfate the org. phase was concentrated to give 676 mg (purity ca. 90%) title compound as dark oil which solidified after standing at r.t. Reaction SMILES: C1C(=O)N([Br:8])C(=O)C1.[Br:9][C:10]1[CH:11]=[CH:12][C:13]2[CH2:17][CH2:16][O:15][C:14]=2[CH:18]=1>C(#N)C>[Br:8][C:11]1[C:10]([Br:9])=[CH:18][C:14]2[O:15][CH2:16][CH2:17][C:13]=2[CH:12]=1. The solvent is C(C)#N (ACN). Reaction conditions: time 8 hour. The reactants are ClC1=C(C=O)C=C(C=C1)[N+](=O)[O-] (2-chloro-5-nitro-benzaldehyde), C(=O)([O-])[O-].[K+].[K+] (K2CO3), O (water), C(C)OC(CS)=O (mercapto-acetic acid ethyl ester). The solvent is CN(C)C=O (DMF). Run at temperature 0 celsius, time 20 minute. Yields the product C(C)OC(=O)C1=CC2=C(S1)C=CC(=C2)[N+](=O)[O-] (5-nitro-benzo[b]thiophene-2-carboxylic acid ethyl ester). RXN SMILES: Cl[C:2]1[CH:9]=[CH:8][C:7]([N+:10]([O-:12])=[O:11])=[CH:6][C:3]=1[CH:4]=O.C([O-])([O-])=O.[K+].[K+].[CH2:19]([O:21][C:22](=[O:25])[CH2:23][SH:24])[CH3:20].O>CN(C=O)C>[CH2:19]([O:21][C:22]([C:23]1[S:24][C:2]2[CH:9]=[CH:8][C:7]([N+:10]([O-:12])=[O:11])=[CH:6][C:3]=2[CH:4]=1)=[O:25])[CH3:20] |f:1.2.3|. Procedure: To a solution of 2-chloro-5-nitro-benzaldehyde (31.01 g, 167.1 mmol) in 330 mL of anhydrous DMF at 0° C. was added K2CO3 (27.80 g, 201.1 mmol), followed by slow addition of mercapto-acetic acid ethyl ester (18.5 mL, 168.7 mmol). After stirring at 0° C. for 20 min, the resulting mixture was allowed to warm to rt and stir at rt overnight. The reaction mixture was then poured into 1.5 L of water. The solid formed was filtered and washed with 600 μL of water. After drying, 5-nitro-benzo[b]thiophene-... Reactants: O=C([O-])[O-], CN(C)C=O, O=Cc1cc(C(F)(F)F)ccc1F, CCNCc1cc(C(F)(F)F)cc(C(F)(F)F)c1, [K+], [K+], O. The product is CCN(Cc1cc(C(F)(F)F)cc(C(F)(F)F)c1)c1ccc(C(F)(F)F)cc1C=O. As a reaction SMILES: [C:32](=[O:33])([O-:34])[O-:35].[CH3:39][N:40]([CH3:41])[CH:42]=[O:43].[F:19][c:20]1[c:21]([CH:22]=[O:23])[cH:24][c:25]([C:28]([F:29])([F:30])[F:31])[cH:26][cH:27]1.[F:1][C:2]([c:3]1[cH:4][c:5]([CH2:6][NH:7][CH2:8][CH3:9])[cH:10][c:11]([C:13]([F:14])([F:15])[F:16])[cH:12]1)([F:17])[F:18].[K+:36].[K+:37].[OH2:38]>>[F:1][C:2]([c:3]1[cH:4][c:5]([CH2:6][N:7]([CH2:8][CH3:9])[c:20]2[c:21]([CH:22]=[O:23])[cH:24][c:25]([C:28]([F:29])([F:30])[F:31])[cH:26][cH:27]2)[cH:10][c:11]([C:13]([F:14])([F:15])[F:16])[cH:12]1)([F:17])[F:18]. Reactants: Cl[O-].[Na+] (sodium hypochlorite), NC(C#N)(CC(C)C)C (2-amino-2,4-dimethylpentanonitrile). Reagents/catalysts: [Cl-].C(C1=CC=CC=C1)[N+](CC)(CC)CC (benzyltriethylammonium chloride). The solvent is C(C)(=O)OCC (ethyl acetate). Product: N(=NC(C#N)(CC(C)C)C)C(C#N)(CC(C)C)C (2,2'-azobis(2,4-dimethylpentanonitrile)). Reaction SMILES: Cl[O-].[Na+].[NH2:4][C:5]([CH3:12])([CH2:8][CH:9]([CH3:11])[CH3:10])[C:6]#[N:7]>[Cl-].C([N+](CC)(CC)CC)C1C=CC=CC=1.C(OCC)(=O)C>[N:4]([C:5]([CH3:12])([CH2:8][CH:9]([CH3:11])[CH3:10])[C:6]#[N:7])=[N:4][C:5]([CH3:12])([CH2:8][CH:9]([CH3:11])[CH3:10])[C:6]#[N:7] |f:0.1,3.4|. Reported procedure: Next, 213 g of a 10% aqueous sodium hypochlorite solution was cooled to 5° C. and 0.5 g of benzyltriethylammonium chloride was added thereto. To the resulting aqueous solution was added 200 ml of an ethyl acetate solution containing 33 g of the resulting 90%-pure 2-amino-2,4-dimethylpentanonitrile over 30 minutes with stirring. This reaction mixture was stirred at 5° to 10° C. for 3 hours, and the organic and water phases were separated from each other. Ethyl acetate was removed from the organic... Reactants: CC1(C)C(=O)Oc2ccc(Br)cc21, CC(C)C[AlH]CC(C)C, ClCCl. Reaction SMILES: [Br:1][c:2]1[cH:3][cH:4][c:5]2[c:6]([cH:13]1)[C:7]([CH3:11])([CH3:12])[C:8](=[O:10])[O:9]2.[CH3:14][CH:15]([CH2:16][AlH:17][CH2:18][CH:19]([CH3:20])[CH3:21])[CH3:22].[Cl:23][CH2:24][Cl:25]>>[Br:1][c:2]1[cH:3][cH:4][c:5]2[c:6]([cH:13]1)[C:7]([CH3:11])([CH3:12])[CH:8]([OH:10])[O:9]2. Product: CC1(C)c2cc(Br)ccc2OC1O. Reactants: C1(CCCCC1)C1=C2N(C=3C=C(C=CC13)C(=O)OC)CCCN1C2=CC=C1 (methyl 13-cyclohexyl-6,7-dihydro-5H-pyrrolo[2′,1′:3,4][1,4]diazepino[1,2-a]indole-10-carboxylate), [OH-].[Na+] (sodium hydroxide), Cl (hydrochloric acid), O (water). The solvent is O1CCCC1 (tetrahydrofuran), CO (methanol). Run at temperature 50 celsius, time 2 hour. The product is C1(CCCCC1)C1=C2N(C=3C=C(C=CC13)C(=O)O)CCCN1C2=CC=C1 (13-cyclohexyl-6,7-dihydro-5H-pyrrolo[2′,1′:3,4][1,4]diazepino[1,2-a]indole-10-carboxylic acid). The yield is 124.9%. RXN SMILES: [CH:1]1([C:7]2[C:15]3[CH:14]=[CH:13][C:12]([C:16]([O:18]C)=[O:17])=[CH:11][C:10]=3[N:9]3[CH2:20][CH2:21][CH2:22][N:23]4[CH:27]=[CH:26][CH:25]=[C:24]4[C:8]=23)[CH2:6][CH2:5][CH2:4][CH2:3][CH2:2]1.[OH-].[Na+].Cl.O>O1CCCC1.CO>[CH:1]1([C:7]2[C:15]3[CH:14]=[CH:13][C:12]([C:16]([OH:18])=[O:17])=[CH:11][C:10]=3[N:9]3[CH2:20][CH2:21][CH2:22][N:23]4[CH:27]=[CH:26][CH:25]=[C:24]4[C:8]=23)[CH2:6][CH2:5][CH2:4][CH2:3][CH2:2]1 |f:1.2|. Procedure details: To a solution of methyl 13-cyclohexyl-6,7-dihydro-5H-pyrrolo[2′,1′:3,4][1,4]diazepino[1,2-a]indole-10-carboxylate (88 mg, 0.17 mmol) in tetrahydrofuran (2 ml) and methanol (2 ml) was added 4N aqueous sodium hydroxide solution (1 ml) and the mixture was stirred at 50° C. for 2 hr. The reaction mixture was allowed to cool to room temperature, and 2N hydrochloric acid (2.5 ml) and water were added to the reaction mixture. The precipitated solid was collected by filtration, washed with water and dri... As a reaction SMILES: [CH2:23]1[O:24][CH2:25][CH2:26][CH2:27]1.[F:1][c:2]1[c:3](-[c:10]2[c:11]([C:19](=[O:20])[O:21][CH3:22])[cH:12][c:13]([C:16](=[O:17])[OH:18])[cH:14][cH:15]2)[cH:4][c:5]([O:8][CH3:9])[cH:6][cH:7]1>>[F:1][c:2]1[c:3](-[c:10]2[c:11]([C:19](=[O:20])[O:21][CH3:22])[cH:12][c:13]([CH2:16][OH:17])[cH:14][cH:15]2)[cH:4][c:5]([O:8][CH3:9])[cH:6][cH:7]1. Reactants: C1CCOC1, COC(=O)c1cc(C(=O)O)ccc1-c1cc(OC)ccc1F. Yields the product COC(=O)c1cc(CO)ccc1-c1cc(OC)ccc1F.